From a dataset of the Open Reaction Database (ORD), a public repository of structured organic reaction records. describe an organic reaction: reactants, conditions, products, and yield Reactants: C(C)C(C(=O)O)C(=O)O (ethylmalonic acid), O1CCCC=C1 (3,4-dihydropyran), C1(=CC=CC=C1)C1=NOC(=C1)C(=O)Cl (3-phenylisoxazole-5-carboxylic acid chloride), [H-].[Na+] (sodium hydride). Solvent: C1=CC=CC=C1 (benzene), C(C)(=O)O (acetic acid), O1CCCC1 (tetrahydrofuran), O (water). Run at temperature 50 celsius, time 5 hour. Product: C(C)C(C(=O)OC1OC=CC=C1)C(=O)OC1OC=CC=C1 (dipyranyl ethylmalonate). RXN SMILES: [CH2:1]([CH:3]([C:7]([OH:9])=[O:8])[C:4]([OH:6])=[O:5])[CH3:2].[O:10]1[CH:15]=[CH:14][CH2:13][CH2:12][CH2:11]1.[H-].[Na+].[C:18]1([C:24]2[CH:28]=[C:27](C(Cl)=O)[O:26]N=2)[CH:23]=CC=CC=1>O1CCCC1.O.C(O)(=O)C.C1C=CC=CC=1>[CH2:1]([CH:3]([C:7]([O:9][CH:27]1[CH:28]=[CH:24][CH:18]=[CH:23][O:26]1)=[O:8])[C:4]([O:6][CH:15]1[CH:14]=[CH:13][CH:12]=[CH:11][O:10]1)=[O:5])[CH3:2] |f:2.3|. Reported procedure: To 130 ml of benzene, were added 12.9 g (97.7 mmol) of ethylmalonic acid, 20.2 g (240.5 mmol) of 3,4-dihydropyran and 2 droplets of concentrated suluric acid. They were reacted for 1 hour under ice cooling, whereby dipyranyl ethylmalonate was prepared. The reaction mixture was added with 4.7 g (117.5 mmol) of 60% sodium hydride, followed by heating under stirring at 50° C. for 5 hours. A solution of 15.0 g (79.4 mmol) of 3-phenylisoxazole-5-carboxylic acid chloride, which had been synthesized ab... Starting materials: C(#N)C1CN(C1)C([C@@H](C)NC(=O)C1=CN(C2=NC=C(N=C21)Br)COCC[Si](C)(C)C)=O (2-bromo-5-(2-trimethylsilanyl-ethoxymethyl)-5H-pyrrolo[2,3-b]pyrazine-7-carboxylic acid [(R)-2-(3-cyano-azetidin-1-yl)-1-methyl-2-oxo-ethyl]-amide), CN1N=C(C=2CC(CCC12)(C)C)[Sn](CCCC)(CCCC)CCCC (1,5,5-trimethyl-3-(tributylstannyl)-4,5,6,7-tetrahydro-1H-indazole). Reagents/catalysts: C=1C=CC(=CC1)[P](C=2C=CC=CC2)(C=3C=CC=CC3)[Pd]([P](C=4C=CC=CC4)(C=5C=CC=CC5)C=6C=CC=CC6)([P](C=7C=CC=CC7)(C=8C=CC=CC8)C=9C=CC=CC9)[P](C=1C=CC=CC1)(C=1C=CC=CC1)C=1C=CC=CC1 (tetrakis(triphenylphosphine)palladium(0)), [Cu]I (copper(I) iodide). The solvent is CN(C)C=O (DMF). Reaction conditions: temperature 90 celsius, time 2.5 hour. The product is C(#N)C1CN(C1)C([C@@H](C)NC(=O)C1=CN(C2=NC=C(N=C21)C2=NN(C=1CCC(CC21)(C)C)C)COCC[Si](C)(C)C)=O (5-(2-trimethylsilanyl-ethoxymethyl)-2-(1,5,5-trimethyl-4,5,6,7-tetrahydro-1H-indazol-3-yl)-5H-pyrrolo[2,3-b]pyrazine-7-carboxylic acid [(R)-2-(3-cyano-azetidin-1-yl)-1-methyl-2-oxo-ethyl]-amide). Isolated yield 73.6%. RXN SMILES: [C:1]([CH:3]1[CH2:6][N:5]([C:7](=[O:31])[C@H:8]([NH:10][C:11]([C:13]2[C:21]3[C:16](=[N:17][CH:18]=[C:19](Br)[N:20]=3)[N:15]([CH2:23][O:24][CH2:25][CH2:26][Si:27]([CH3:30])([CH3:29])[CH3:28])[CH:14]=2)=[O:12])[CH3:9])[CH2:4]1)#[N:2].[CH3:32][N:33]1[C:41]2[CH2:40][CH2:39][C:38]([CH3:43])([CH3:42])[CH2:37][C:36]=2[C:35]([Sn](CCCC)(CCCC)CCCC)=[N:34]1>CN(C=O)C.C1C=CC([P]([Pd]([P](C2C=CC=CC=2)(C2C=CC=CC=2)C2C=CC=CC=2)([P](C2C=CC=CC=2)(C2C=CC=CC=2)C2C=CC=CC=2)[P](C2C=CC=CC=2)(C2C=CC=CC=2)C2C=CC=CC=2)(C2C=CC=CC=2)C2C=CC=CC=2)=CC=1.[Cu]I>[C:1]([CH:3]1[CH2:6][N:5]([C:7](=[O:31])[C@H:8]([NH:10][C:11]([C:13]2[C:21]3[C:16](=[N:17][CH:18]=[C:19]([C:35]4[C:36]5[CH2:37][C:38]([CH3:42])([CH3:43])[CH2:39][CH2:40][C:41]=5[N:33]([CH3:32])[N:34]=4)[N:20]=3)[N:15]([CH2:23][O:24][CH2:25][CH2:26][Si:27]([CH3:30])([CH3:29])[CH3:28])[CH:14]=2)=[O:12])[CH3:9])[CH2:4]1)#[N:2] |^1:65,67,86,105|. Procedure details: In a round-bottomed flask, 2-bromo-5-(2-trimethylsilanyl-ethoxymethyl)-5H-pyrrolo[2,3-b]pyrazine-7-carboxylic acid [(R)-2-(3-cyano-azetidin-1-yl)-1-methyl-2-oxo-ethyl]-amide (130 mg, 0.26 mmol) and 1,5,5-trimethyl-3-(tributylstannyl)-4,5,6,7-tetrahydro-1H-indazole (375 mg, 0.41 mmol) were dissolved in DMF (2.4 ml). The flask was evacuated and backfilled with argon then tetrakis(triphenylphosphine)palladium(0) (15 mg, 0.013 mmol) and copper(I) iodide (10 mg, 0.053 mmol) were added. The reaction m... The reactants are C=CCOc1cccc(O)c1O, ClCCl, [Na+], O=C([O-])O, O=C(O)CC(O)(CC(=O)O)C(=O)O, Cl[Sn](Cl)(Cl)Cl. The product is C=CCOc1ccc(C=O)c(O)c1O. As a reaction SMILES: [CH2:6]([CH:7]=[CH2:8])[O:9][c:10]1[c:11]([OH:17])[c:12]([OH:13])[cH:14][cH:15][cH:16]1.[Cl:36][CH2:37][Cl:38].[Na+:22].[O-:18][C:19]([OH:20])=[O:21].[OH:23][C:24]([CH2:25][C:26]([C:27](=[O:28])[OH:29])([CH2:30][C:31](=[O:32])[OH:33])[OH:34])=[O:35].[Sn:1]([Cl:2])([Cl:3])([Cl:4])[Cl:5]>>[CH2:6]([CH:7]=[CH2:8])[O:9][c:10]1[c:11]([OH:17])[c:12]([OH:13])[c:14]([CH:19]=[O:18])[cH:15][cH:16]1. Reactants: [O-]S(=O)[O-].[Na+].[Na+] (Na2SO3), [O-]P([O-])(=O)OP(=O)([O-])[O-].C(CCC)[NH+](CCCC)CCCC.C(CCC)[NH+](CCCC)CCCC.C(CCC)[NH+](CCCC)CCCC.C(CCC)[NH+](CCCC)CCCC (tributylammonium pyrophosphate), C(CCC)N(CCCC)CCCC (tributylamine), C(C)(=O)O[C@H]1C[C@@H](O[C@@H]1CO)N1C(=O)NC(=O)C(=C1)C#CCNC(C(F)(F)F)=O (3′-O-Acetyl-5-(3-trifluoroacetamidopropyn-1-yl)-2′-deoxyuridine), ClP1OC2=C(C(O1)=O)C=CC=C2 (2-Chloro-4H-1,3,2-benzodioxaphosphorin-4-one), solution, II (iodine). The solvent is N1=CC=CC=C1 (pyridine), CN(C)C=O (DMF), N1=CC=CC=C1 (pyridine), O1CCOCC1 (1,4-dioxane), N1=CC=CC=C1.O (pyridine water). Conditions: time 10 minute. The product is Triphosphates, P(O)(=O)(OP(=O)(O)OP(=O)(O)O)OC[C@@H]1[C@H](C[C@@H](O1)N1C(=O)NC(=O)C(=C1)C#CCN)O (5-(3-aminopropyn-1-yl)-2′-deoxyuridine triphosphate). As a reaction SMILES: C([O:4][C@@H:5]1[C@@H:9]([CH2:10][OH:11])[O:8][C@@H:7]([N:12]2[CH:19]=[C:18]([C:20]#[C:21][CH2:22][NH:23]C(=O)C(F)(F)F)[C:16](=[O:17])[NH:15][C:13]2=[O:14])[CH2:6]1)(=O)C.Cl[P:31]1[O:36]C(=O)C2C=CC=CC=2[O:32]1.[O-:42][P:43]([O:46][P:47]([O-])([O-:49])=[O:48])(=[O:45])[O-:44].C([NH+](CCCC)CCCC)CCC.C([NH+](CCCC)CCCC)CCC.C([NH+](CCCC)CCCC)CCC.C([NH+](CCCC)CCCC)CCC.C(N(CCCC)CCCC)CCC.II.[O-:118]S([O-])=O.[Na+].[Na+]>N1C=CC=CC=1.O1CCOCC1.CN(C=O)C.N1C=CC=CC=1.O>[P:31]([O:11][CH2:10][C@H:9]1[O:8][C@@H:7]([N:12]2[CH:19]=[C:18]([C:20]#[C:21][CH2:22][NH2:23])[C:16](=[O:17])[NH:15][C:13]2=[O:14])[CH2:6][C@@H:5]1[OH:4])([O:36][P:47]([O:46][P:43]([OH:45])([OH:44])=[O:42])([OH:49])=[O:48])(=[O:118])[OH:32] |f:2.3.4.5.6,9.10.11,15.16|. Reported procedure: Triphosphates were synthesized by the method of Ludwig and Eckstein (J. Ludwig and F. Eckstein (1989) J. Org. Chem. 54, 631). 3′-O-Acetyl-5-(3-trifluoroacetamidopropyn-1-yl)-2′-deoxyuridine (0.1 mmol, 41.9 mg) was coevaporated with pyridine and dissolved in dry pyridine (0.1 mL)/dry 1,4-dioxane (0.3 mL). 2-Chloro-4H-1,3,2-benzodioxaphosphorin-4-one (1.1 equiv., 0.11 mL 1 M solution) was added. A precipitate was formed and the mixture was stirred for 10 min. Then, tributylammonium pyrophosphate (... The reactants are C(C)#N (acetonitrile), OC(C\C=C(\CC\C=C(\CCC=C(C)C)/C)/C)P(OCC)(OCC)=O (diethyl [1-hydroxy-(E,E)-4,8,12-trimethyl-3,7,11-tridecatrienyl]-phosphonate), N1=C(C=C(C=C1C)C)C (2,4,6-collidine), C[Si](C)(C)Br (trimethylsilyl bromide). Solvent: ClCCl (dichloromethane), C1(=CC=CC=C1)C (toluene). Conditions: temperature 0 celsius, time 30 minute. Product: OC(C\C=C(\CC\C=C(\CCC=C(C)C)/C)/C)P(O)(O)=O ([1-Hydroxy-(E,E)-4,8,12-trimethyl-3,7,11-tridecatrienyl]phosphonic acid). Reaction SMILES: [OH:1][CH:2]([P:18](=[O:25])([O:22]CC)[O:19]CC)[CH2:3]/[CH:4]=[C:5](\[CH3:17])/[CH2:6][CH2:7]/[CH:8]=[C:9](\[CH3:16])/[CH2:10][CH2:11][CH:12]=[C:13]([CH3:15])[CH3:14].N1C(C)=CC(C)=CC=1C.C[Si](Br)(C)C.C(#N)C>ClCCl.C1(C)C=CC=CC=1>[OH:1][CH:2]([P:18](=[O:19])([OH:25])[OH:22])[CH2:3]/[CH:4]=[C:5](\[CH3:17])/[CH2:6][CH2:7]/[CH:8]=[C:9](\[CH3:16])/[CH2:10][CH2:11][CH:12]=[C:13]([CH3:14])[CH3:15]. Reported procedure: To a stirred solution of diethyl [1-hydroxy-(E,E)-4,8,12-trimethyl-3,7,11-tridecatrienyl]-phosphonate (37 mg, 0.0993 mmol) and 2,4,6-collidine (0.052 ml, 0.397 mmol) in dichloromethane (3 ml) under argon at 0° C., was added trimethylsilyl bromide (0.052 ml, 0.397 mmol) and the resulting mixture stirred at 0° C. for 30 min and then at r.t. for 4 hr. The resulting white suspension was diluted with toluene (10 ml) and the solvent evaporated in vacuo. The resulting white solid was dissolved in ethyl... Reactants: solution, C(C(=O)Cl)(=O)Cl (oxalyl chloride), C(C1=CC=CC=C1)OC(=O)N[C@@H](CC1=CC=CC=C1)CO (N-(((benzyl)oxy)-carbonyl)-L-phenylalaninol), CS(=O)C (dimethyl sulfoxide), C(CC(O)(C(=O)O)CC(=O)O)(=O)O (citric acid). The solvent is ClCCl (dichloromethane), ClCCl (dichloromethane), C(C)N(CC)CC (triethylamine), O (water), ClCCl (dichloromethane), O (water). Conditions: temperature -60 celsius, time 15 minute. Product: C(C1=CC=CC=C1)OC(=O)N[C@@H](CC1=CC=CC=C1)C=O (N-(((Benzyl)oxy)carbonyl)-L-phenylalaninal). RXN SMILES: CS(C)=O.C(Cl)(=O)C(Cl)=O.[CH2:11]([O:18][C:19]([NH:21][C@H:22]([CH2:30][OH:31])[CH2:23][C:24]1[CH:29]=[CH:28][CH:27]=[CH:26][CH:25]=1)=[O:20])[C:12]1[CH:17]=[CH:16][CH:15]=[CH:14][CH:13]=1.C(O)(=O)CC(CC(O)=O)(C(O)=O)O>ClCCl.O.C(N(CC)CC)C>[CH2:11]([O:18][C:19]([NH:21][C@H:22]([CH:30]=[O:31])[CH2:23][C:24]1[CH:25]=[CH:26][CH:27]=[CH:28][CH:29]=1)=[O:20])[C:12]1[CH:13]=[CH:14][CH:15]=[CH:16][CH:17]=1. Procedure: A solution of 24.5 ml of anhydrous dimethyl sulfoxide in 870 ml of anhydrous dichloromethane was cooled under N2 atmosphere to -60° C. and treated over a period of 15 min with 131 ml of a 2M solution of oxalyl chloride in dichloromethane in order that the internal temperature remained below -50° C. After addition, the solution was stirred at -60° C. for 15 min and treated over a period of 20 min with a solution of 50 g (0.175 mol) of N-(((benzyl)oxy)-carbonyl)-L-phenylalaninol in 200 ml of dichl... The reactants are ClC=1C(=C(C=NC1)CO)COC1OCCCC1 ([5-chloro-4-(tetrahydro-pyran-2-yloxymethyl)-pyridin-3-yl]-methanol), C1(=CC=CC=C1)OP(OC1=CC=CC=C1)(=O)N=[N+]=[N-] (phosphorazidic acid diphenyl ester), N=1CCCN2C1CCCCC2 (2,3,4,6,7,8,9,10-octahydro-pyrimido[1,2-a]azepine). The solvent is C1(=CC=CC=C1)C (toluene). Yields the product N(=[N+]=[N-])CC=1C=NC=C(C1COC1OCCCC1)Cl (3-Azidomethyl-5-chloro-4-(tetrahydro-pyran-2-yloxymethyl)-pyridine). RXN SMILES: [Cl:1][C:2]1[C:3]([CH2:10][O:11][CH:12]2[CH2:17][CH2:16][CH2:15][CH2:14][O:13]2)=[C:4]([CH2:8]O)[CH:5]=[N:6][CH:7]=1.C1(OP([N:34]=[N+:35]=[N-:36])(=O)OC2C=CC=CC=2)C=CC=CC=1.N1CCCN2CCCCCC=12>C1(C)C=CC=CC=1>[N:34]([CH2:8][C:4]1[CH:5]=[N:6][CH:7]=[C:2]([Cl:1])[C:3]=1[CH2:10][O:11][CH:12]1[CH2:17][CH2:16][CH2:15][CH2:14][O:13]1)=[N+:35]=[N-:36]. Procedure details: A solution of [5-chloro-4-(tetrahydro-pyran-2-yloxymethyl)-pyridin-3-yl]-methanol (1.3 g, 4.9 mmol), phosphorazidic acid diphenyl ester (1.4 mL, 6.4 mmol) and 2,3,4,6,7,8,9,10-octahydro-pyrimido[1,2-a]azepine (0.96 mL, 6.4 mmol) in toluene (0.15 mL) was stirred at RT overnight. Solvents were concentrated in vacuo and the residue was partitioned between DCM (10 mL) and saturated NaCl solution (10 mL). After extraction of the aqueous layer with DCM (2×10 mL) the combined organic layers were dried ...